From a dataset of the Open Reaction Database (ORD), a public repository of structured organic reaction records. describe an organic reaction: reactants, conditions, products, and yield The reactants are Cc1nc2ccc(Br)cc2c(-c2ccccc2)c1S(C)(=O)=O, O=C([O-])[O-], CC(C)(C)O, C1COCCN1, CCCCCCC, ClC(Cl)Cl, CC(C)c1cc(C(C)C)c(-c2ccccc2P(C2CCCCC2)C2CCCCC2)c(C(C)C)c1, [Cs+], [Cs+], O=C(C=Cc1ccccc1)C=Cc1ccccc1, O=C(C=Cc1ccccc1)C=Cc1ccccc1, O=C(C=Cc1ccccc1)C=Cc1ccccc1, [Pd], [Pd]. Yields the product Cc1nc2ccc(N3CCOCC3)cc2c(-c2ccccc2)c1S(C)(=O)=O. Reaction SMILES: [Br:41][c:42]1[cH:43][c:44]2[c:45](-[c:57]3[cH:58][cH:59][cH:60][cH:61][cH:62]3)[c:46]([S:53](=[O:54])(=[O:55])[CH3:56])[c:47]([CH3:52])[n:48][c:49]2[cH:50][cH:51]1.[C:35](=[O:36])([O-:37])[O-:38].[C:69]([OH:70])([CH3:71])([CH3:72])[CH3:73].[CH2:63]1[CH2:64][O:65][CH2:66][CH2:67][NH:68]1.[CH3:74][CH2:75][CH2:76][CH2:77][CH2:78][CH2:79][CH3:80].[CH:137]([Cl:138])([Cl:139])[Cl:140].[CH:1]1([P:2]([CH:3]2[CH2:4][CH2:5][CH2:6][CH2:7][CH2:8]2)[c:9]2[cH:10][cH:11][cH:12][cH:13][c:14]2-[c:15]2[c:16]([CH:17]([CH3:18])[CH3:19])[cH:20][c:21]([CH:22]([CH3:23])[CH3:24])[cH:25][c:26]2[CH:27]([CH3:28])[CH3:29])[CH2:30][CH2:31][CH2:32][CH2:33][CH2:34]1.[Cs+:39].[Cs+:40].[O:101]=[C:102]([CH:103]=[CH:104][c:105]1[cH:106][cH:107][cH:108][cH:109][cH:110]1)[CH:111]=[CH:112][c:113]1[cH:114][cH:115][cH:116][cH:117][cH:118]1.[O:119]=[C:120]([CH:121]=[CH:122][c:123]1[cH:124][cH:125][cH:126][cH:127][cH:128]1)[CH:129]=[CH:130][c:131]1[cH:132][cH:133][cH:134][cH:135][cH:136]1.[O:83]=[C:84]([CH:85]=[CH:86][c:87]1[cH:88][cH:89][cH:90][cH:91][cH:92]1)[CH:93]=[CH:94][c:95]1[cH:96][cH:97][cH:98][cH:99][cH:100]1.[Pd:81].[Pd:82]>>[c:42]1([N:68]2[CH2:63][CH2:64][O:65][CH2:66][CH2:67]2)[cH:43][c:44]2[c:45](-[c:57]3[cH:58][cH:59][cH:60][cH:61][cH:62]3)[c:46]([S:53](=[O:54])(=[O:55])[CH3:56])[c:47]([CH3:52])[n:48][c:49]2[cH:50][cH:51]1. Reactants: BH3-tetrahydrofuran, ClC=1C=C2C(CC3(CCCCC3)OC2=C(C1)Cl)=O (6,8-dichlorospiro[chroman-2,1′-cyclohexan]-4-one), Cl.O(C)N (methoxylamine hydrochloride), N1=CC=CC=C1 (pyridine), [OH-].[K+] (KOH). The solvent is CO (methanol), O (H2O). Product: ClC=1C=C2C(CC3(CCCCC3)OC2=C(C1)Cl)N (6,8-dichlorospiro[chroman-2,1′-cyclohexan]-4-amine). As a reaction SMILES: [Cl:1][C:2]1[CH:3]=[C:4]2[C:14](=[C:15]([Cl:17])[CH:16]=1)[O:13][C:7]1([CH2:12][CH2:11][CH2:10][CH2:9][CH2:8]1)[CH2:6][C:5]2=O.Cl.O([NH2:22])C.N1C=CC=CC=1.[OH-].[K+]>CO.O>[Cl:1][C:2]1[CH:3]=[C:4]2[C:14](=[C:15]([Cl:17])[CH:16]=1)[O:13][C:7]1([CH2:12][CH2:11][CH2:10][CH2:9][CH2:8]1)[CH2:6][CH:5]2[NH2:22] |f:1.2,4.5|. Reported procedure: A mixture of Example 6A (1.001 g, 3.51 mmol), methoxylamine hydrochloride (293 mg, 3.51 mmol), and pyridine (1.4 mL, 17.3 mmol) in methanol (25 mL) was stirred overnight at room temperature. After this time, the solvent was evaporated in vacuo, and the residue was dissolved in ether and washed with water and brine. The organic layer was dried (Na2SO4), filtered and evaporated in vacuo, and the residue further dried azeotropically (CH3CN). A solution of the residue in tetrahydrofuran (4 mL) was c... The reactants are CCO (EtOH), CC(=O)[C@@H]1C(CCC[C@H]1C)(C)C ((1S,6R)-2,2,6-trimethylcyclohexyl methyl ketone). Product: CC1([C@H]([C@@H](CCC1)C)C(C=CC)=O)C ((1S,6R)-1-(2,2,6-trimethyl-1-cyclohexyl)-2-buten-1-one). As a reaction SMILES: [CH3:1][C:2]([C@H:4]1[C@H:9]([CH3:10])[CH2:8][CH2:7][CH2:6][C:5]1([CH3:12])[CH3:11])=[O:3].[CH3:13][CH2:14]O>>[CH3:12][C:5]1([CH3:11])[CH2:6][CH2:7][CH2:8][C@@H:9]([CH3:10])[C@@H:4]1[C:2](=[O:3])[CH:1]=[CH:13][CH3:14]. Procedure: The reaction was carried out in exactly the same manner as Reference Example 6 using 37 g of the (1S,6R)-2,2,6-trimethylcyclohexyl methyl ketone (1a) synthesized in Example 2 to obtain 29 g of (1S,6R)-1-(2,2,6-trimethylcyclohexyl)-2-buten-1-one (10a) (b.p.: 73-75° C./19.95 Pa (0.15 torr), [α]D=+15.52° (c 1.00, EtOH, 24° C.). The reactants are CCOC(C)=O, Fc1ccc(Nc2nc(Cl)nc(Cl)n2)cc1C(F)(F)F, NCc1ccc(Cl)nc1, C1COCCO1, O. Product: Fc1ccc(Nc2nc(Cl)nc(NCc3ccc(Cl)nc3)n2)cc1C(F)(F)F. As a reaction SMILES: [CH3:37][CH2:38][O:39][C:40](=[O:41])[CH3:42].[Cl:1][c:2]1[n:3][c:4]([NH:9][c:10]2[cH:11][c:12]([C:17]([F:18])([F:19])[F:20])[c:13]([F:16])[cH:14][cH:15]2)[n:5][c:6]([Cl:8])[n:7]1.[Cl:21][c:22]1[cH:23][cH:24][c:25]([CH2:28][NH2:29])[cH:26][n:27]1.[O:30]1[CH2:31][CH2:32][O:33][CH2:34][CH2:35]1.[OH2:36]>>[c:2]1([NH:29][CH2:28][c:25]2[cH:24][cH:23][c:22]([Cl:21])[n:27][cH:26]2)[n:3][c:4]([NH:9][c:10]2[cH:11][c:12]([C:17]([F:18])([F:19])[F:20])[c:13]([F:16])[cH:14][cH:15]2)[n:5][c:6]([Cl:8])[n:7]1. Reactants: O(C1=CC=CC=C1)C(C(C)=O)C (3-Phenoxybutan-2-one), C(C)O (ethanol), Cl.NO (hydroxylamine hydrochloride), fused sodium acetate. Run in O (water). The product is O(C1=CC=CC=C1)C(C(C)=NO)C (3-phenoxybutan-2-one oxime). As a reaction SMILES: [O:1]([CH:8]([CH3:12])[C:9](=O)[CH3:10])[C:2]1[CH:7]=[CH:6][CH:5]=[CH:4][CH:3]=1.C(O)C.Cl.[NH2:17][OH:18]>O>[O:1]([CH:8]([CH3:12])[C:9](=[N:17][OH:18])[CH3:10])[C:2]1[CH:7]=[CH:6][CH:5]=[CH:4][CH:3]=1 |f:2.3|. Procedure: 3-Phenoxybutan-2-one (69.6 g.) and ethanol (300 ml.) were added to a solution of hydroxylamine hydrochloride (70 g.) and fused sodium acetate (70 g.) in water (130 ml.). The resulting solution was refluxed for 31/2 hours and evaporated to near dryness under reduced pressure. The residue was partitioned between water and ether. The ether extract was washed with water, dried over anhydrous potassium carbonate and evaporated. The residue was distilled to give a fraction, b.p. 154°-155°/14 mm. which... Reactants: CC=1C=CC2=C(N=C(O2)S)C1 (5-methylbenzo[d]oxazole-2-thiol), O=P(Cl)(Cl)Cl (POCl3), P(Cl)(Cl)(Cl)(Cl)Cl (PCl5). The solvent is C(Cl)Cl (CH2Cl2). Run at time 4 hour. Yields the product ClC=1OC2=C(N1)C=C(C=C2)C (2-chloro-5-methylbenzo[d]oxazole). Yield: 107.6%. RXN SMILES: [CH3:1][C:2]1[CH:3]=[CH:4][C:5]2[O:9][C:8](S)=[N:7][C:6]=2[CH:11]=1.O=P(Cl)(Cl)[Cl:14].P(Cl)(Cl)(Cl)(Cl)Cl>C(Cl)Cl>[Cl:14][C:8]1[O:9][C:5]2[CH:4]=[CH:3][C:2]([CH3:1])=[CH:11][C:6]=2[N:7]=1. Procedure: To a suspension of 5-methylbenzo[d]oxazole-2-thiol (1.0 g, 6.1 mmol.) in POCl3 (11.7 g, 76.4 mmol.) at room temperature was added PCl5 (1.9 g, 9.15 mmol.) along with CH2Cl2 (10 mL). After 4 h of stirring at room temperature, the reaction mixture was concentrated to remove excess POCl3, and the residue was treated with Na2CO3 solution until ˜pH 8 was reached. The aqueous phase was extracted with CH2Cl2. The combined organic extracts were dried over Na2SO4, filtered and concentrated to afford 2-ch... Reactants: BrC1=CC=C(C=C1)CN1N=C(C(=C(C1=O)C(=O)NCC(=O)O)O)C(C)C (N-{[2-[(4-Bromophenyl)methyl]-5-hydroxy-6-(1-methylethyl)-3-oxo-2,3-dihydro-4-pyridazinyl]carbonyl}glycine), FC(C1=CC=C(C=C1)B(O)O)(F)F (4-trifluoromethylphenylboronic acid), C([O-])([O-])=O.[K+].[K+] (potassium carbonate), Cl (HCl). Run in O1CCOCC1 (1,4-Dioxane), O (Water), O (water). The product is OC1=C(C(N(N=C1C(C)C)CC1=CC=C(C=C1)C1=CC=C(C=C1)C(F)(F)F)=O)C(=O)NCC(=O)O (N-[(5-Hydroxy-6-(1-methylethyl)-3-oxo-2-{[4′-(trifluoromethyl)-4-biphenylyl]methyl}-2,3-dihydro-4-pyridazinyl)carbonyl]glycine). Reported procedure: To a 5 ml microwave tube was added N-{[2-[(4-bromophenyl)methyl]-5-hydroxy-6-(1-methylethyl)-3-oxo-2,3-dihydro-4-pyridazinyl]carbonyl}glycine (example 61, 40 mg, 0.094 mmol), 4-trifluoromethylphenylboronic acid (22 mg, 0.10 mmol), potassium carbonate (40 mg, 0.290 mmol), and tetrakis(triphenylphosphine)palladium (0) (6 mg, 5 μmol) in 1,4-Dioxane (1.5 ml) and Water (0.500 ml). The mixture was irradiated at 100° C. for 20 minutes, diluted with water (5 ml), acidified with 1N HCl (2 ml), and extrac... As a reaction SMILES: Br[C:2]1[CH:7]=[CH:6][C:5]([CH2:8][N:9]2[C:14](=[O:15])[C:13]([C:16]([NH:18][CH2:19][C:20]([OH:22])=[O:21])=[O:17])=[C:12]([OH:23])[C:11]([CH:24]([CH3:26])[CH3:25])=[N:10]2)=[CH:4][CH:3]=1.[F:27][C:28]([F:39])([F:38])[C:29]1[CH:34]=[CH:33][C:32](B(O)O)=[CH:31][CH:30]=1.C(=O)([O-])[O-].[K+].[K+].Cl>O1CCOCC1.O.C1C=CC([P]([Pd]([P](C2C=CC=CC=2)(C2C=CC=CC=2)C2C=CC=CC=2)([P](C2C=CC=CC=2)(C2C=CC=CC=2)C2C=CC=CC=2)[P](C2C=CC=CC=2)(C2C=CC=CC=2)C2C=CC=CC=2)(C2C=CC=CC=2)C2C=CC=CC=2)=CC=1>[OH:23][C:12]1[C:11]([CH:24]([CH3:26])[CH3:25])=[N:10][N:9]([CH2:8][C:5]2[CH:6]=[CH:7][C:2]([C:32]3[CH:33]=[CH:34][C:29]([C:28]([F:39])([F:38])[F:27])=[CH:30][CH:31]=3)=[CH:3][CH:4]=2)[C:14](=[O:15])[C:13]=1[C:16]([NH:18][CH2:19][C:20]([OH:22])=[O:21])=[O:17] |f:2.3.4,^1:57,59,78,97|. The reagents and catalysts are C=1C=CC(=CC1)[P](C=2C=CC=CC2)(C=3C=CC=CC3)[Pd]([P](C=4C=CC=CC4)(C=5C=CC=CC5)C=6C=CC=CC6)([P](C=7C=CC=CC7)(C=8C=CC=CC8)C=9C=CC=CC9)[P](C=1C=CC=CC1)(C=1C=CC=CC1)C=1C=CC=CC1 (tetrakis(triphenylphosphine)palladium). The yield is 37.2%.